From a dataset of the Open Reaction Database (ORD), a public repository of structured organic reaction records. describe an organic reaction: reactants, conditions, products, and yield Starting materials: Clc1cncc(Cl)c1CBr, O=C([O-])[O-], [Cs+], [Cs+], CN(C)C=O, O, O=Cc1ccc(O)cc1. The product is O=Cc1ccc(OCc2c(Cl)cncc2Cl)cc1. RXN SMILES: [Br:1][CH2:2][c:3]1[c:4]([Cl:10])[cH:5][n:6][cH:7][c:8]1[Cl:9].[C:20](=[O:21])([O-:22])[O-:23].[Cs+:24].[Cs+:25].[O:27]=[CH:28][N:29]([CH3:30])[CH3:31].[OH2:26].[OH:11][c:12]1[cH:13][cH:14][c:15]([CH:16]=[O:17])[cH:18][cH:19]1>>[CH2:2]([c:3]1[c:4]([Cl:10])[cH:5][n:6][cH:7][c:8]1[Cl:9])[O:11][c:12]1[cH:13][cH:14][c:15]([CH:16]=[O:17])[cH:18][cH:19]1. Starting materials: Cl.N1C(=NCC1)CN1C=C(C2=CC=CC=C12)S(=O)(=O)O (1-(4,5-Dihydro-1H-imidazol-2-ylmethyl)-1H-indole-3-sulfonic acid hydrochloride), C(C(=O)Cl)(=O)Cl (Oxalyl chloride). Run in C(Cl)Cl (methylene chloride). Run at time 3 hour. The product is N1C(=NCC1)CN1C=C(C2=CC=CC=C12)S(=O)(=O)Cl (1-(4,5-dihydro-1H-imidazol-2-ylmethyl)-1H-indole-3-sulfonyl chloride), hydrochloride salt. RXN SMILES: Cl.[NH:2]1[CH2:6][CH2:5][N:4]=[C:3]1[CH2:7][N:8]1[C:16]2[C:11](=[CH:12][CH:13]=[CH:14][CH:15]=2)[C:10]([S:17]([OH:20])(=O)=[O:18])=[CH:9]1.C(Cl)(=O)C([Cl:24])=O>C(Cl)Cl>[NH:2]1[CH2:6][CH2:5][N:4]=[C:3]1[CH2:7][N:8]1[C:16]2[C:11](=[CH:12][CH:13]=[CH:14][CH:15]=2)[C:10]([S:17]([Cl:24])(=[O:20])=[O:18])=[CH:9]1 |f:0.1|. Reported procedure: 1-(4,5-Dihydro-1H-imidazol-2-ylmethyl)-1H-indole-3-sulfonic acid hydrochloride (1.52 g, 4.814 mmol) from Step 3 was dissolved/suspended in methylene chloride (25 mL) and stirred at room temperature. Oxalyl chloride (2 mL) was added dropwise to the mixture, after which stirring was continued for 3 hours. The mixture was then evaporated to dryness, and excess oxyalyl chloride was azeotroped off with methylene chloride (3×) to provide 1-(4,5-dihydro-1H-imidazol-2-ylmethyl)-1H-indole-3-sulfonyl chlo... The reactants are C[Si](C)(C)CCN1C(=O)CN(c2ccc(C=CCCN3C(=O)c4ccccc4C3=O)cc2OCc2ccccc2)S1(=O)=O, C1CCOC1, CCCC[N+](CCCC)(CCCC)CCCC, [F-]. Yields the product O=C1CN(c2ccc(C=CCCN3C(=O)c4ccccc4C3=O)cc2OCc2ccccc2)S(=O)(=O)N1. As a reaction SMILES: [CH2:19]([c:20]1[cH:21][cH:22][cH:23][cH:24][cH:25]1)[O:26][c:27]1[cH:28][c:29]([CH:47]=[CH:48][CH2:49][CH2:50][N:51]2[C:52](=[O:61])[c:53]3[cH:54][cH:55][cH:56][cH:57][c:58]3[C:59]2=[O:60])[cH:30][cH:31][c:32]1[N:33]1[S:34](=[O:45])(=[O:46])[N:35]([CH2:39][CH2:40][Si:41]([CH3:42])([CH3:43])[CH3:44])[C:36](=[O:38])[CH2:37]1.[CH2:62]1[O:63][CH2:64][CH2:65][CH2:66]1.[CH3:2][CH2:3][CH2:4][CH2:5][N+:6]([CH2:7][CH2:8][CH2:9][CH3:10])([CH2:11][CH2:12][CH2:13][CH3:14])[CH2:15][CH2:16][CH2:17][CH3:18].[F-:1]>>[CH2:19]([c:20]1[cH:21][cH:22][cH:23][cH:24][cH:25]1)[O:26][c:27]1[cH:28][c:29]([CH:47]=[CH:48][CH2:49][CH2:50][N:51]2[C:52](=[O:61])[c:53]3[cH:54][cH:55][cH:56][cH:57][c:58]3[C:59]2=[O:60])[cH:30][cH:31][c:32]1[N:33]1[S:34](=[O:45])(=[O:46])[NH:35][C:36](=[O:38])[CH2:37]1. Starting materials: NC=1C(=NSC1C(=O)N)C1=CC=C(C=C1)OC (4-amino-3-(4-methoxyphenyl)-5-isothiazolecarboxamide), N(=O)[O-].[Na+] (sodium nitrite). Solvent: C(C)(=O)O (acetic acid), Cl (hydrochloric acid), O (water). Conditions: time 1 hour. Product: COC1=CC=C(C=C1)C1=NSC2=C1N=NNC2=O (7-(4-methoxyphenyl)-isothiazolo[4,5-d]-1,2,3-triazin-4(3H)-one). The yield is 78.5%. RXN SMILES: [NH2:1][C:2]1[C:3]([C:10]2[CH:15]=[CH:14][C:13]([O:16][CH3:17])=[CH:12][CH:11]=2)=[N:4][S:5][C:6]=1[C:7]([NH2:9])=[O:8].[N:18]([O-])=O.[Na+]>C(O)(=O)C.Cl.O>[CH3:17][O:16][C:13]1[CH:14]=[CH:15][C:10]([C:3]2[C:2]3[N:1]=[N:18][NH:9][C:7](=[O:8])[C:6]=3[S:5][N:4]=2)=[CH:11][CH:12]=1 |f:1.2|. Procedure: 1 g of 4-amino-3-(4-methoxyphenyl)-5-isothiazolecarboxamide in 10 ml of glacial acetic acid and 3 ml of concentrated hydrochloric acid was stirred at 0° C. during the addition of a solution of 416 mg of sodium nitrite in 5 ml of water. The cooling bath was removed, the mixture was stirred for 1 hour and the precipitated product was removed by filtration. Recrystallization from aqueous dimethylformamide gave 820 mg of 7-(4-methoxyphenyl)-isothiazolo[4,5-d]-1,2,3-triazin-4(3H)-one as an off-white ...